The task is: describe an organic reaction: reactants, conditions, products, and yield. This data is from the Open Reaction Database (ORD), a public repository of structured organic reaction records. Starting materials: N[C@H]1[C@@H]2N(C(=C(CS2)C(C)SC2=NN=NN2)C(=O)OC(C2=CC=CC=C2)C2=CC=CC=C2)C1=O (diphenylmethyl 7β-amino-3-(1-methyltetrazol-5-ylthiomethyl)-ceph-3-em-4-carboxylate), C1(CCCCC1)N=C=NC1CCCCC1 (dicyclohexylcarbodiimide), O(C1=CC=CC=C1)N=C(C(=O)O)C1=CC=CC=C1 (2-phenoxyimino-2-phenylacetic acid). The solvent is C(Cl)Cl (methylene dichloride), C(Cl)Cl (methylene dichloride). Run at time 2 hour. Yields the product CC(C=1CS[C@H]2N(C1C(=O)OC(C1=CC=CC=C1)C1=CC=CC=C1)C([C@H]2NC(C(C2=CC=CC=C2)=NOC2=CC=CC=C2)=O)=O)SC2=NN=NN2 (diphenylmethyl 3-(1-methyltetrazol-5-ylthiomethyl)-7β-[2-phenoxyimino-2-phenylacetamido]-ceph-3-em-4-carboxylate). The yield is 84.0%. As a reaction SMILES: [O:1]([N:8]=[C:9]([C:13]1[CH:18]=[CH:17][CH:16]=[CH:15][CH:14]=1)[C:10]([OH:12])=O)[C:2]1[CH:7]=[CH:6][CH:5]=[CH:4][CH:3]=1.[NH2:19][C@@H:20]1[C:51](=[O:52])[N:22]2[C:23]([C:35]([O:37][CH:38]([C:45]3[CH:50]=[CH:49][CH:48]=[CH:47][CH:46]=3)[C:39]3[CH:44]=[CH:43][CH:42]=[CH:41][CH:40]=3)=[O:36])=[C:24]([CH:27]([S:29][C:30]3[NH:34][N:33]=[N:32][N:31]=3)[CH3:28])[CH2:25][S:26][C@H:21]12.C1(N=C=NC2CCCCC2)CCCCC1>C(Cl)Cl>[CH3:28][CH:27]([S:29][C:30]1[NH:31][N:32]=[N:33][N:34]=1)[C:24]1[CH2:25][S:26][C@@H:21]2[C@H:20]([NH:19][C:10](=[O:12])[C:9](=[N:8][O:1][C:2]3[CH:3]=[CH:4][CH:5]=[CH:6][CH:7]=3)[C:13]3[CH:18]=[CH:17][CH:16]=[CH:15][CH:14]=3)[C:51](=[O:52])[N:22]2[C:23]=1[C:35]([O:37][CH:38]([C:45]1[CH:50]=[CH:49][CH:48]=[CH:47][CH:46]=1)[C:39]1[CH:40]=[CH:41][CH:42]=[CH:43][CH:44]=1)=[O:36]. Procedure: A suspension of 2-phenoxyimino-2-phenylacetic acid (464 mg) in dry methylene dichloride (25 ml) was added, over 5 minutes, to a stirred solution of diphenylmethyl 7β-amino-3-(1-methyltetrazol-5-ylthiomethyl)-ceph-3-em-4-carboxylate (989 mg) and dicyclohexylcarbodiimide (454 mg) in methylene dichloride (25 ml). After stirring for a further 2 hours, the solvent was evaporated in vacuo; the residue was suspended in ethyl acetate (60 ml), the insoluble material filtered off, and the filtrate washed ... Solvent: O1CCOCC1 (dioxane). Reaction SMILES: [CH:1]([N:3]1[CH2:12][CH2:11][C:6]2([O:10][CH2:9][CH2:8][O:7]2)[CH2:5][CH:4]1[C:13]([O:15]C)=[O:14])=[O:2].[OH-].[K+].Cl>O1CCOCC1>[CH:1]([N:3]1[CH2:12][CH2:11][C:6]2([O:7][CH2:8][CH2:9][O:10]2)[CH2:5][CH:4]1[C:13]([OH:15])=[O:14])=[O:2] |f:1.2|. The reactants are [OH-].[K+] (KOH), C(=O)N1C(CC2(OCCO2)CC1)C(=O)OC (Methyl 8-formyl-1,4-dioxa-8-azaspiro[4.5]decane-7-carboxylate), Cl (HCl). Reported procedure: 15.25 g of the compound obtained in Step A (62.7 mmol) are dissolved in 160 ml of dioxane. A solution of 125 mL of 1M KOH is added dropwise, and the whole is stirred at ambient temperature for one hour. There are subsequently added 125 mL of 1M HCl, and the compound is extracted with dichloromethane. The organic phase is dried over MgSO4, filtered and concentrated to dryness. The title product is obtained in the form of a powder. Conditions: time 1 hour. Product: C(=O)N1C(CC2(OCCO2)CC1)C(=O)O (8-Formyl-1,4-dioxa-8-azaspiro[4.5]decane-7-carboxylic acid). The reactants are intermediate 19, FC1=C(C=CC=C1)O (2-fluoro-phenol), COC(C(CC1CCCC1)Br)=O (2-bromo-3-cyclopentyl-propionic acid methyl ester), ClC=1C(N(N=CC1Cl)C1OCCCC1)=O (4,5-dichloro-2-(tetrahydropyran-2-yl)-2H-pyridazin-3-one), ClC=1C(N(N=CC1Cl)C1OCCCC1)=O (4,5-dichloro-2-(tetrahydropyran-2-yl)-2H-pyridazin-3-one), COC(C(CC1CCCC1)Br)=O (2-bromo-3-cyclopentyl-propionic acid methyl ester). The product is C1(CCCC1)CC(C(=O)O)N1N=CC(=CC1=O)OC1=C(C=CC=C1)F (3-cyclopentyl-2-[4-(2-fluoro-phenoxy)-6-oxo-6H-pyridazin-1-yl]-propionic acid). The yield is 70.0%. Reaction SMILES: Cl[C:2]1[C:3](=[O:15])[N:4](C2CCCCO2)[N:5]=[CH:6][C:7]=1Cl.[F:16][C:17]1[CH:22]=[CH:21][CH:20]=[CH:19][C:18]=1[OH:23].C[O:25][C:26](=[O:35])[CH:27](Br)[CH2:28][CH:29]1[CH2:33][CH2:32][CH2:31][CH2:30]1>>[CH:29]1([CH2:28][CH:27]([N:4]2[C:3](=[O:15])[CH:2]=[C:7]([O:23][C:18]3[CH:19]=[CH:20][CH:21]=[CH:22][C:17]=3[F:16])[CH:6]=[N:5]2)[C:26]([OH:25])=[O:35])[CH2:33][CH2:32][CH2:31][CH2:30]1. Procedure details: In an analogous manner to the stepwise sequence outlined in intermediate 19, starting from 4,5-dichloro-2-(tetrahydropyran-2-yl)-2H-pyridazin-3-one (Intermediate 20) and 2-fluoro-phenol and alkylating with 2-bromo-3-cyclopentyl-propionic acid methyl ester (Intermediate 10) afforded 3-cyclopentyl-2-[4-(2-fluoro-phenoxy)-6-oxo-6H-pyridazin-1-yl]-propionic acid (10.2 g, 70%); ESI-MS 347 [M+H+]; HPLC: >98% (purity). 1H-NMR (300 MHz, CDCl3) δ 7.91 (s, 1H), 7.18-7.33 (m, 4H), 5.98 (s, 1H), 5.51-5.56 (...